Dataset: the Open Reaction Database (ORD), a public repository of structured organic reaction records. Task: describe an organic reaction: reactants, conditions, products, and yield Reactants: CCCCCCCCCCOc1ccc(-c2ccc(Br)cc2)cc1, C1CCOC1, C#CC(C)(C)O, CC(C)NC(C)C, [Cu]I, [Pd], c1ccc(P(c2ccccc2)c2ccccc2)cc1, c1ccc(P(c2ccccc2)c2ccccc2)cc1, c1ccc(P(c2ccccc2)c2ccccc2)cc1, c1ccc(P(c2ccccc2)c2ccccc2)cc1. Product: CCCCCCCCCCOc1ccc(-c2ccc(C#CC(C)(C)O)cc2)cc1. RXN SMILES: [Br:1][c:2]1[cH:3][cH:4][c:5](-[c:8]2[cH:9][cH:10][c:11]([O:14][CH2:15][CH2:16][CH2:17][CH2:18][CH2:19][CH2:20][CH2:21][CH2:22][CH2:23][CH3:24])[cH:12][cH:13]2)[cH:6][cH:7]1.[CH2:38]1[O:39][CH2:40][CH2:41][CH2:42]1.[CH3:25][C:26]([CH3:27])([C:28]#[CH:29])[OH:30].[CH:31]([NH:32][CH:33]([CH3:34])[CH3:35])([CH3:36])[CH3:37].[Cu:43][I:44].[Pd:45].[c:103]1([P:104]([c:105]2[cH:106][cH:107][cH:108][cH:109][cH:110]2)[c:111]2[cH:112][cH:113][cH:114][cH:115][cH:116]2)[cH:117][cH:118][cH:119][cH:120][cH:121]1.[c:46]1([P:47]([c:48]2[cH:49][cH:50][cH:51][cH:52][cH:53]2)[c:54]2[cH:55][cH:56][cH:57][cH:58][cH:59]2)[cH:60][cH:61][cH:62][cH:63][cH:64]1.[c:65]1([P:66]([c:67]2[cH:68][cH:69][cH:70][cH:71][cH:72]2)[c:73]2[cH:74][cH:75][cH:76][cH:77][cH:78]2)[cH:79][cH:80][cH:81][cH:82][cH:83]1.[c:84]1([P:85]([c:86]2[cH:87][cH:88][cH:89][cH:90][cH:91]2)[c:92]2[cH:93][cH:94][cH:95][cH:96][cH:97]2)[cH:98][cH:99][cH:100][cH:101][cH:102]1>>[c:2]1([C:29]#[C:28][C:26]([CH3:25])([CH3:27])[OH:30])[cH:3][cH:4][c:5](-[c:8]2[cH:9][cH:10][c:11]([O:14][CH2:15][CH2:16][CH2:17][CH2:18][CH2:19][CH2:20][CH2:21][CH2:22][CH2:23][CH3:24])[cH:12][cH:13]2)[cH:6][cH:7]1. Reaction SMILES: [CH2:1]([C:3]1[CH:8]=[CH:7][CH:6]=[CH:5][C:4]=1[C:9]1[CH:14]=[CH:13][C:12]([C:15](O)=O)=[CH:11][C:10]=1[CH2:18][O:19][CH3:20])[CH3:2].[NH2:21][C:22](=[N:34][OH:35])[C:23]1[CH:32]=[CH:31][C:26]([C:27]([O:29][CH3:30])=[O:28])=[C:25]([F:33])[CH:24]=1>>[CH2:1]([C:3]1[CH:8]=[CH:7][CH:6]=[CH:5][C:4]=1[C:9]1[CH:14]=[CH:13][C:12]([C:15]2[O:35][N:34]=[C:22]([C:23]3[CH:32]=[CH:31][C:26]([C:27]([O:29][CH3:30])=[O:28])=[C:25]([F:33])[CH:24]=3)[N:21]=2)=[CH:11][C:10]=1[CH2:18][O:19][CH3:20])[CH3:2]. Product: C(C)C1=C(C=CC=C1)C1=C(C=C(C=C1)C1=NC(=NO1)C1=CC(=C(C(=O)OC)C=C1)F)COC (methyl 4-{5-[2′-ethyl-2-(methoxymethyl)biphenyl-4-yl]-1,2,4-oxadiazol-3-yl}-2-fluorobenzoate). Procedure: The title compound was prepared following procedure described for example 35, step 1, but starting from Intermediate 36 (1 135.37 mg; 4.20 mmol) and Intermediate 1 (891.15 mg; 4.20 mmol). The reaction mixture was cooled to RT and concentrated affording yellow oil. It was precipitating in ACN. Solvent were removed and the solid was washed with MeOH, filtered off and dried under vacuum to afford the title compound as a white powder. 1H NMR (CDCl3) δ 8.43 (s, 1H), 8.18-7.99 (m, 4H), 7.41-7.35 (m, 3... The reactants are C(C)C1=C(C=CC=C1)C1=C(C=C(C=C1)C(=O)O)COC (2′-Ethyl-2-(methoxymethyl)-1,1′-biphenyl-4-carboxylic acid), NC(C1=CC(=C(C(=O)OC)C=C1)F)=NO (methyl 4-[amino(hydroxyimino)methyl]-2-fluorobenzoate). Run in CC(=O)C (acetone). Procedure details: Sodium azide (715 mg, 11.0 mmol) was added to a solution of the bromide 6 (301 mg, 1.10 mmol) in dry acetone (30 mL). The reaction mixture was stirred at ambient temperature for 1 hour, then heated to reflux for 2 hours. The reaction mixture was then allowed to cool to room temperature, the excess sodium azide was filtered off, and the solvent was removed under reduced pressure to yield the crude azide 7 as a light yellow crystalline solid, which was used immediately in the next step without fur... Reactants: [N-]=[N+]=[N-].[Na+] (Sodium azide), BrCC=1N=C2C=CC=CC2=C2C=CC=CC12 (6-(Bromomethyl)phenanthridine). RXN SMILES: [N-:1]=[N+:2]=[N-:3].[Na+].Br[CH2:6][C:7]1[N:8]=[C:9]2[C:14](=[C:15]3[C:20]=1[CH:19]=[CH:18][CH:17]=[CH:16]3)[CH:13]=[CH:12][CH:11]=[CH:10]2>CC(C)=O>[N:1]([CH2:6][C:7]1[N:8]=[C:9]2[C:14](=[C:15]3[C:20]=1[CH:19]=[CH:18][CH:17]=[CH:16]3)[CH:13]=[CH:12][CH:11]=[CH:10]2)=[N+:2]=[N-:3] |f:0.1|. Reaction conditions: time 1 hour. The product is N(=[N+]=[N-])CC=1N=C2C=CC=CC2=C2C=CC=CC12 (6-(Azidomethyl)phenanthridine). Starting materials: C(=O)([O-])[O-].[K+].[K+] (K2CO3), BrC(C)C (2-bromopropane), ClC1=CC(=C2C(=N1)N=CN2)Cl (5,7-Dichloroimidazo[4,5-b]pyridine). Run in CS(=O)C (DMSO). Conditions: temperature 18 celsius, time 8 hour. Product: ClC1=CC(=C2C(=N1)N(C=N2)C(C)C)Cl (5,7-Dichloro-3-iso-propylimidazo[4,5-b]pyridine). Yield: 57.0%. Reaction SMILES: [Cl:1][C:2]1[N:7]=[C:6]2[N:8]=[CH:9][NH:10][C:5]2=[C:4]([Cl:11])[CH:3]=1.C([O-])([O-])=O.[K+].[K+].Br[CH:19]([CH3:21])[CH3:20]>CS(C)=O>[Cl:1][C:2]1[N:7]=[C:6]2[N:8]([CH:19]([CH3:21])[CH3:20])[CH:9]=[N:10][C:5]2=[C:4]([Cl:11])[CH:3]=1 |f:1.2.3|. Procedure details: A stirred solution of 5,7-Dichloroimidazo[4,5-b]pyridine (5 g, 26.5 mmol.) in DMSO (50 mL) was cooled in an ice bath, and treated with K2CO3 (14.6 g, 106.2 mmol.) and 2-bromopropane (12.47 mL, 132.8 mmol.). The mixture was allowed to warm to 18° C. and stirred overnight. The DMSO was removed in vacuo. A mixture of the residue and water (100 mL) was extracted with AcOEt (3×300 mL). The extractions were combined, washed with brine (300 mL), dried over (Na2SO4) and concentrated. Chromatography of t... The reactants are COC=1C=C(C=CC1OC)CCNC(C(=CO)C1=CC=C(C=C1)C)=O (N-[2-(3,4-dimethoxyphenyl)ethyl]-3-hydroxy-2-(4-methylphenyl)acrylamide), ClCC#C (3-chloropropyne), CN(C=O)C (N,N-dimethylformamide), [H-].[Na+] (sodium hydride). Run in O (Water). Reaction conditions: temperature 5 celsius, time 30 minute. Product: COC=1C=C(C=CC1OC)CCNC(C(=COCC#C)C1=CC=C(C=C1)C)=O (N-[2-(3,4-dimethoxyphenyl)ethyl]-3-(2-propynyloxy)-2-(4-methylphenyl)acrylamide). The yield is 32.3%. Reaction SMILES: [CH3:1][O:2][C:3]1[CH:4]=[C:5]([CH2:11][CH2:12][NH:13][C:14](=[O:25])[C:15]([C:18]2[CH:23]=[CH:22][C:21]([CH3:24])=[CH:20][CH:19]=2)=[CH:16][OH:17])[CH:6]=[CH:7][C:8]=1[O:9][CH3:10].Cl[CH2:27][C:28]#[CH:29].CN(C)C=O.[H-].[Na+]>O>[CH3:1][O:2][C:3]1[CH:4]=[C:5]([CH2:11][CH2:12][NH:13][C:14](=[O:25])[C:15]([C:18]2[CH:23]=[CH:22][C:21]([CH3:24])=[CH:20][CH:19]=2)=[CH:16][O:17][CH2:29][C:28]#[CH:27])[CH:6]=[CH:7][C:8]=1[O:9][CH3:10] |f:3.4|. Procedure details: Five hundred miligrams (500 mg) of N-[2-(3,4-dimethoxyphenyl)ethyl]-3-hydroxy-2-(4-methylphenyl)acrylamide (1.47 mmol), 0.11 g (1.47 mmol) of 3-chloropropyne and 5 ml of anhydrous N,N-dimethylformamide were mixed and 64 mg (1.61 mmol) of 60% sodium hydride was added thereto at 0-5° C. The mixture was stirred at 0-10° C. for 30 minutes and then stirred at room temperature. Water was added to the reaction mixture, followed by extracted with ethyl acetate, washed with 5% hydrochrolic acid and satur... Reactants: OCCOC1CCN(CC1)C(=O)OC(C)(C)C (tert-butyl 4-(2-hydroxyethoxy)piperidine-1-carboxylate), ON1C(C=2C(C1=O)=CC=CC2)=O (N-hydroxyphthalimide), C1(=CC=CC=C1)P(C1=CC=CC=C1)C1=CC=CC=C1 (triphenylphosphine), CC(C)OC(=O)/N=N/C(=O)OC(C)C (DIAD). Solvent: C1CCOC1 (THF). Conditions: temperature 0 celsius, time 16 hour. The product is O=C1N(C(C2=CC=CC=C12)=O)OCCOC1CCN(CC1)C(=O)OC(C)(C)C (tert-Butyl 4-{2-[(1,3-dioxo-1,3-dihydro-2H-isoindol-2-yl)oxy]ethoxy}piperidine-1-carboxylate). Yield: 48.2%. Reaction SMILES: [OH:1][CH2:2][CH2:3][O:4][CH:5]1[CH2:10][CH2:9][N:8]([C:11]([O:13][C:14]([CH3:17])([CH3:16])[CH3:15])=[O:12])[CH2:7][CH2:6]1.O[N:19]1[C:23](=[O:24])[C:22]2=[CH:25][CH:26]=[CH:27][CH:28]=[C:21]2[C:20]1=[O:29].C1(P(C2C=CC=CC=2)C2C=CC=CC=2)C=CC=CC=1.CC(OC(/N=N/C(OC(C)C)=O)=O)C>C1COCC1>[O:29]=[C:20]1[C:21]2[C:22](=[CH:25][CH:26]=[CH:27][CH:28]=2)[C:23](=[O:24])[N:19]1[O:1][CH2:2][CH2:3][O:4][CH:5]1[CH2:10][CH2:9][N:8]([C:11]([O:13][C:14]([CH3:17])([CH3:16])[CH3:15])=[O:12])[CH2:7][CH2:6]1. Procedure: To a solution of tert-butyl 4-(2-hydroxyethoxy)piperidine-1-carboxylate 69 (0.9 g, 3.67 mmol, WO 2009/87649 A1) in THF (28 mL) were added N-hydroxyphthalimide (0.9 g, 5.51 mmol), triphenylphosphine (1.44 g, 5.51 mmol) and DIAD (1.07 mL, 5.51 mmol) sequentially at 0° C. under nitrogen. The mixture was stirred at 0° C. for 30 min and at room temperature for 16 h. Solvent was evaporated off and the residue was subjected to chromatography to give 70 (0.69 g, 48%) as a white solid. Starting materials: CCN=C=NCCCN(C)C, COc1cc2nccc(Oc3ccc(N)cc3F)c2cc1OC, Cl, O=C(O)c1cccn(-c2ccc(F)cc2)c1=O, CN(C)C=O, On1nnc2ccccc21. The product is COc1cc2nccc(Oc3ccc(NC(=O)c4cccn(-c5ccc(F)cc5)c4=O)cc3F)c2cc1OC. RXN SMILES: [CH3:28][CH2:29][N:30]=[C:31]=[N:32][CH2:33][CH2:34][CH2:35][N:36]([CH3:37])[CH3:38].[CH3:40][O:41][c:42]1[cH:43][c:44]2[c:45]([O:54][c:55]3[c:56]([F:62])[cH:57][c:58]([NH2:61])[cH:59][cH:60]3)[cH:46][cH:47][n:48][c:49]2[cH:50][c:51]1[O:52][CH3:53].[ClH:39].[F:1][c:2]1[cH:3][cH:4][c:5](-[n:8]2[c:9](=[O:17])[c:10]([C:14](=[O:15])[OH:16])[cH:11][cH:12][cH:13]2)[cH:6][cH:7]1.[O:63]=[CH:64][N:65]([CH3:66])[CH3:67].[OH:18][n:19]1[c:20]2[c:21]([cH:22][cH:23][cH:24][cH:25]2)[n:26][n:27]1>>[F:1][c:2]1[cH:3][cH:4][c:5](-[n:8]2[c:9](=[O:17])[c:10]([C:14](=[O:16])[NH:61][c:58]3[cH:57][c:56]([F:62])[c:55]([O:54][c:45]4[c:44]5[cH:43][c:42]([O:41][CH3:40])[c:51]([O:52][CH3:53])[cH:50][c:49]5[n:48][cH:47][cH:46]4)[cH:60][cH:59]3)[cH:11][cH:12][cH:13]2)[cH:6][cH:7]1. The reactants are BrC=1C(=NC(=NC1)Cl)Cl (5-bromo-2,4-dichloropyrimidine), Cl.CN1C(=CC(=C1)N)C(=O)OC (N-methyl-2-carbomethoxy-4-aminopyrrole hydrochloride), C(C)(C)N(CC)C(C)C (diisopropylethylamine). Yields the product desired product, BrC=1C(=NC(=NC1)Cl)NC=1C=C(N(C1)C)C(=O)OC (5-bromo-2-chloro-N-(N-methyl-2-carbomethoxypyrrol-4-yl)-4-pyrimidineamine). RXN SMILES: [Br:1][C:2]1[C:3](Cl)=[N:4][C:5]([Cl:8])=[N:6][CH:7]=1.Cl.[CH3:11][N:12]1[CH:16]=[C:15]([NH2:17])[CH:14]=[C:13]1[C:18]([O:20][CH3:21])=[O:19].C(N(C(C)C)CC)(C)C>>[Br:1][C:2]1[C:3]([NH:17][C:15]2[CH:14]=[C:13]([C:18]([O:20][CH3:21])=[O:19])[N:12]([CH3:11])[CH:16]=2)=[N:4][C:5]([Cl:8])=[N:6][CH:7]=1 |f:1.2|. Procedure details: In like manner to the preparation of 2-chloro-N4-(3,4-ethylenedioxyphenyl)-5-fluoro 4-pyrimidineamine, 5-bromo-2,4-dichloropyrimidine and N-methyl-2-carbomethoxy-4-aminopyrrole hydrochloride with added diisopropylethylamine were reacted to produce the desired product 5-bromo-2-chloro-N-(N-methyl-2-carbomethoxypyrrol-4-yl)-4-pyrimidineamine. 1H NMR (CDCl3): δ 8.21 (s, 1H), 7.43 (d, 1H, J=1.8 Hz), 7.13 (br s, 1H), 6.84 (d, 1H, J=1.8 Hz), 3.95 (s, 3H), 3.82 (s, 3H); LCMS: ret. time: 26.96 min.; pur... Starting materials: CS(=O)(=O)OCCC(NC(=O)C1SCCN1S(=O)(=O)c1ccc(-c2ccccc2)cc1)c1ccccc1, NCCc1ccccn1. Product: O=C(NC(CCNCCc1ccccn1)c1ccccc1)C1SCCN1S(=O)(=O)c1ccc(-c2ccccc2)cc1. As a reaction SMILES: [CH3:1][S:2]([O:3][CH2:6][CH2:7][CH:8]([c:9]1[cH:10][cH:11][cH:12][cH:13][cH:14]1)[NH:15][C:16](=[O:17])[CH:18]1[S:19][CH2:20][CH2:21][N:22]1[S:23](=[O:24])(=[O:25])[c:26]1[cH:27][cH:28][c:29](-[c:32]2[cH:33][cH:34][cH:35][cH:36][cH:37]2)[cH:30][cH:31]1)(=[O:4])=[O:5].[n:38]1[c:39]([CH2:44][CH2:45][NH2:46])[cH:40][cH:41][cH:42][cH:43]1>>[CH2:6]([CH2:7][CH:8]([c:9]1[cH:10][cH:11][cH:12][cH:13][cH:14]1)[NH:15][C:16](=[O:17])[CH:18]1[S:19][CH2:20][CH2:21][N:22]1[S:23](=[O:24])(=[O:25])[c:26]1[cH:27][cH:28][c:29](-[c:32]2[cH:33][cH:34][cH:35][cH:36][cH:37]2)[cH:30][cH:31]1)[NH:46][CH2:45][CH2:44][c:39]1[n:38][cH:43][cH:42][cH:41][cH:40]1. Reactants: CCOC(=O)c1cn(C(C)(C)C)c2nc(SCC)c(F)cc2c1=O, Cl, [Na+], [OH-], O. The product is CCSc1nc2c(cc1F)c(=O)c(C(=O)O)cn2C(C)(C)C. As a reaction SMILES: [CH2:1]([CH3:2])[O:3][C:4](=[O:5])[c:6]1[cH:7][n:8]([C:21]([CH3:22])([CH3:23])[CH3:24])[c:9]2[n:10][c:11]([S:18][CH2:19][CH3:20])[c:12]([F:17])[cH:13][c:14]2[c:15]1=[O:16].[ClH:27].[Na+:26].[OH-:25].[OH2:28]>>[O:3]=[C:4]([OH:5])[c:6]1[cH:7][n:8]([C:21]([CH3:22])([CH3:23])[CH3:24])[c:9]2[n:10][c:11]([S:18][CH2:19][CH3:20])[c:12]([F:17])[cH:13][c:14]2[c:15]1=[O:16].